Dataset: the Open Reaction Database (ORD), a public repository of structured organic reaction records. Task: describe an organic reaction: reactants, conditions, products, and yield As a reaction SMILES: C1(C)C=CC=CC=1.[Br:8][C:9]1[CH:10]=[C:11]2[C:16](=[C:17]([O:19][CH3:20])[CH:18]=1)[O:15][CH2:14][CH2:13][C:12]2=O>Cl.O.[Zn]>[Br:8][C:9]1[CH:10]=[C:11]2[C:16](=[C:17]([O:19][CH3:20])[CH:18]=1)[O:15][CH2:14][CH2:13][CH2:12]2. Yield: 47.0%. The reactants are mercurous chloride, C1(=CC=CC=C1)C (toluene), BrC=1C=C2C(CCOC2=C(C1)OC)=O (6-bromo-8-methoxy-4-chromanon), amalgam. Run in Cl (hydrochloric acid), O (water), Cl (hydrochloric acid), O (water). Procedure: According to the process of preparation I, from the amalgam of zinc prepared from 915 g (14 gram-atoms) of zinc, 91 g (3.8×10-1M) of mercurous chloride in 46 cm3 of concentrated hydrochloric acid and 1350 cm3 of water, after addition of 700 cm3 of water, 1100 cm3 of concentrated hydrochloric acid, 2500 cm3 of toluene and 450 g (1.8 M) of 6-bromo-8-methoxy-4-chromanon (III1), 200 g (yield=47%) of the expected product are obtained. M.p.=67° C. Reagents/catalysts: [Zn] (zinc), [Zn] (zinc). Yields the product BrC=1C=C2CCCOC2=C(C1)OC (6-bromo-8-methoxy-chroman).